From a dataset of the Open Reaction Database (ORD), a public repository of structured organic reaction records. describe an organic reaction: reactants, conditions, products, and yield The reactants are CO, COC(=O)c1cc(C)nc(Cl)n1, [Na]. Yields the product COC(=O)c1cc(C)nc(OC)n1. Reaction SMILES: [CH3:14][OH:15].[Cl:1][c:2]1[n:3][c:4]([CH3:12])[cH:5][c:6]([C:8](=[O:9])[O:10][CH3:11])[n:7]1.[Na:13]>>[c:2]1([O:15][CH3:14])[n:3][c:4]([CH3:12])[cH:5][c:6]([C:8](=[O:9])[O:10][CH3:11])[n:7]1. The reactants are CN1N=CC(=C1C=O)[N+](=O)[O-] (2-methyl-4-nitro-pyrazole-3-carbaldehyde), CN1N=CC(=C1C=O)[N+](=O)[O-] (2-methyl-4-nitro-pyrazole-3-carbaldehyde), C(C)C(CO)(CO)CO (2-ethyl-2-(hydroxymethyl)propane-1,3-diol), C1(=CC=C(C=C1)S(=O)(=O)O)C (p-toluenesulfonic acid). Run in C1(=CC=CC=C1)C (toluene). The product is C(C)C1(COC(OC1)C1=C(C=NN1C)[N+](=O)[O-])CO ((5-ethyl-2-(1-methyl-4-nitro-1H-pyrazol-5-yl)-1,3-dioxan-5-yl)methanol), solid. The yield is 38.0%. Reaction SMILES: [CH3:1][N:2]1[C:6]([CH:7]=[O:8])=[C:5]([N+:9]([O-:11])=[O:10])[CH:4]=[N:3]1.[CH2:12]([C:14]([CH2:19]O)([CH2:17][OH:18])[CH2:15][OH:16])[CH3:13].C1(C)C=CC(S(O)(=O)=O)=CC=1>C1(C)C=CC=CC=1>[CH2:12]([C:14]1([CH2:17][OH:18])[CH2:15][O:16][CH:7]([C:6]2[N:2]([CH3:1])[N:3]=[CH:4][C:5]=2[N+:9]([O-:11])=[O:10])[O:8][CH2:19]1)[CH3:13]. Procedure details: To a solution of 2-methyl-4-nitro-pyrazole-3-carbaldehyde (370 mg, 2.39 mmol, intermediate 3) in toluene (50 mL) was added 2-ethyl-2-(hydroxymethyl)propane-1,3-diol (315 mg, 2.35 mmol) followed by p-toluenesulfonic acid (20 mg, 0.10 mmol). The reaction mixture was heated at reflux for 36 hr whilst azeotropically removing the water. The mixture was cooled to room temperature and concentrated under reduced pressure. Purification via silica gel column chromatography (0-100% EtOAc/isohexane) gave (5... Reactants: ClCCCCOC1=C(C=CC=C1)/C=C/C=1OC2=C(N1)C=CC=C2 ((E)-2-[2-(4-chlorobutoxyphenyl)ethenyl]benzoxazole), Cl (HCl), C(C)NCC (diethylamine). Product: C(C)N(CCCCOC1=C(C=CC=C1)/C=C/C=1OC2=C(N1)C=CC=C2)CC ((E)-2-[2-(4-Diethylaminobutoxyphenyl)ethenyl]benzoxazole). Isolated yield 12.0%. Reaction SMILES: Cl[CH2:2][CH2:3][CH2:4][CH2:5][O:6][C:7]1[CH:12]=[CH:11][CH:10]=[CH:9][C:8]=1/[CH:13]=[CH:14]/[C:15]1[O:16][C:17]2[CH:23]=[CH:22][CH:21]=[CH:20][C:18]=2[N:19]=1.[CH2:24]([NH:26][CH2:27][CH3:28])[CH3:25].Cl>>[CH2:24]([N:26]([CH2:27][CH3:28])[CH2:2][CH2:3][CH2:4][CH2:5][O:6][C:7]1[CH:12]=[CH:11][CH:10]=[CH:9][C:8]=1/[CH:13]=[CH:14]/[C:15]1[O:16][C:17]2[CH:23]=[CH:22][CH:21]=[CH:20][C:18]=2[N:19]=1)[CH3:25]. Reported procedure: The procedure of Example 18 was followed starting with (D) of Example 18 (2.5 g, 7.6 mmol) and using diethylamine in place of dibutylamine to produce 0.32 g (12% yield) of the named compound as the HCl salt, mp 219°-220° C. IR(KBr): 3400, 1600 cm-1. MS: 365(MH+). 1H NMR (CDCl3): δ 8.25-6.82 (m, 10H), 4.02 (t, J=5.4 Hz, 2H), 3.14 (m, 6H), 1.99 (m, 4H), 1.36 (m, 6H). Isolated yield 81.7%. The product is [Si](C)(C)(C(C)(C)C)OCCNC1=CC=CC=C1 (N-{2-[(tert-butyldimethylsilyl)oxy]ethyl}aniline). RXN SMILES: [C:1]1([NH:7][CH2:8][CH2:9][OH:10])[CH:6]=[CH:5][CH:4]=[CH:3][CH:2]=1.N1C=CN=C1.[CH3:16][C:17]([Si:20](Cl)([CH3:22])[CH3:21])([CH3:19])[CH3:18]>C(Cl)Cl.O>[Si:20]([O:10][CH2:9][CH2:8][NH:7][C:1]1[CH:6]=[CH:5][CH:4]=[CH:3][CH:2]=1)([C:17]([CH3:19])([CH3:18])[CH3:16])([CH3:22])[CH3:21]. Run at time 2 hour. Procedure details: To a solution of 2-(phenylamino)ethan-1-ol (2.0 g, 14.6 mmol) and imidazole (2.9 g, 43.7 mmol) in DCM (20 mL) was added TBSCl (2.6 g, 16.0 mmol) at r.t., and the reaction was stirred for 2 h. The reaction was diluted with water (50 mL) and extracted with DCM (50 mL×3). Organics were washed with brine (50 mL), dried (Na2SO4), and concentrated. Purification by silica gel chromatography (PE:EtOAc=40:1) gave 3.0 g (82%) of the title compound as a yellow oil. Reactants: C1(=CC=CC=C1)NCCO (2-(phenylamino)ethan-1-ol), N1C=NC=C1 (imidazole), CC(C)(C)[Si](C)(C)Cl (TBSCl). Solvent: O (water), C(Cl)Cl (DCM). The reactants are CCC(CC)(c1ccc(OCC(=O)C(C)(C)C)c(C)c1)c1ccc(B2OC(C)(C)C(C)(C)O2)c(C)c1, [Cl-], [NH4+], C1CCOC1. Product: CCC(CC)(c1ccc(OCC(O)C(C)(C)C)c(C)c1)c1ccc(B2OC(C)(C)C(C)(C)O2)c(C)c1. Reaction SMILES: [CH2:1]([CH3:2])[C:3]([CH2:4][CH3:5])([c:6]1[cH:7][c:8]([CH3:21])[c:9]([B:12]2[O:13][C:14]([CH3:19])([CH3:20])[C:15]([CH3:17])([CH3:18])[O:16]2)[cH:10][cH:11]1)[c:22]1[cH:23][c:24]([CH3:36])[c:25]([O:26][CH2:27][C:28]([C:29]([CH3:30])([CH3:31])[CH3:32])=[O:33])[cH:34][cH:35]1.[Cl-:37].[NH4+:38].[O:39]1[CH2:40][CH2:41][CH2:42][CH2:43]1>>[CH2:1]([CH3:2])[C:3]([CH2:4][CH3:5])([c:6]1[cH:7][c:8]([CH3:21])[c:9]([B:12]2[O:13][C:14]([CH3:19])([CH3:20])[C:15]([CH3:17])([CH3:18])[O:16]2)[cH:10][cH:11]1)[c:22]1[cH:23][c:24]([CH3:36])[c:25]([O:26][CH2:27][CH:28]([C:29]([CH3:30])([CH3:31])[CH3:32])[OH:33])[cH:34][cH:35]1.